Dataset: the Open Reaction Database (ORD), a public repository of structured organic reaction records. Task: describe an organic reaction: reactants, conditions, products, and yield The reactants are OC1C2=CC=CC=C2C=2C=CC=CC12 (9-hydroxyfluorene), S(=O)(Cl)Cl (thionylchloride). The solvent is C1=CC=CC=C1 (benzene). The product is ClC1C2=CC=CC=C2C=2C=CC=CC12 (9-CHLOROFLUORENE). Reaction SMILES: O[CH:2]1[C:14]2[CH:13]=[CH:12][CH:11]=[CH:10][C:9]=2[C:8]2[C:3]1=[CH:4][CH:5]=[CH:6][CH:7]=2.S(Cl)([Cl:17])=O>C1C=CC=CC=1>[Cl:17][CH:2]1[C:14]2[CH:13]=[CH:12][CH:11]=[CH:10][C:9]=2[C:8]2[C:3]1=[CH:4][CH:5]=[CH:6][CH:7]=2. Reported procedure: To a cold (0° C.) suspension of 9-hydroxyfluorene (49 g) in benzene (650 mL) was added thionylchloride (70 mL). This solution was allowed to stir while warming up to room temperature overnight. The benzene was distilled off and the product was recrystallized from isopropylether to give 41 g of the title compound as a white solid: m.p. 87°-89° C. The reactants are C(C)(=O)O.C(C)(=N)N (Acetamidine acetate), C(C)OC=C(C(=O)OCC)C(=O)OCC (diethyl ethoxymethylenemalonate), C(C)(=O)O.C(C)(=N)N (acetamidine acetate). Run in O (water), ClCCl (dichloromethane), C(C)O (ethanol). Yields the product CC=1NC(C(=CN1)C(=O)OCC)=O (Ethyl 2-methyl-pyrimidin-6(1H)-one-5-carboxylate). The yield is 44.1%. RXN SMILES: C(O)(=O)C.[C:5]([NH2:8])(=[NH:7])[CH3:6].C([O:11][CH:12]=[C:13]([C:19](OCC)=O)[C:14]([O:16][CH2:17][CH3:18])=[O:15])C>C(O)C.O.ClCCl>[CH3:6][C:5]1[NH:7][C:12](=[O:11])[C:13]([C:14]([O:16][CH2:17][CH3:18])=[O:15])=[CH:19][N:8]=1 |f:0.1|. Reported procedure: Acetamidine acetate (37.21 g, 0.31 mole) and diethyl ethoxymethylenemalonate (63 mL, 0.31 mole) were refluxed for 4 h in ethanol (60 mL). The reaction mixture was allowed to cool for 15 minutes, then acetamidine acetate (37.21 g, 0.31 mole) was added. The reaction mixture was refluxed for 22 hours, allowed to cool to room temperature, and diluted with water (200 mL) and dichloromethane (200 mL). The aqueous layer was extracted with 10% isopropanol/dichloromethane (2×200 mL). The combined organic... Reactants: C(C1=CC=CC=C1)OC(C1=C(N=CC=C1)OC1=CC(=CC=C1)C(=O)OC)=O (2-(3-Methoxycarbonyl-phenoxy)-nicotinic acid benzyl ester), [H][H] (hydrogen). The reagents and catalysts are [Pd] (palladium on carbon). The solvent is CO (methanol), C(C)(=O)OCC (ethyl acetate). The product is COC(=O)C=1C=C(OC2=C(C(=O)O)C=CC=N2)C=CC1 (2-(3-Methoxycarbonyl-phenoxy)-nicotinic acid). The yield is 76.2%. Reaction SMILES: C([O:8][C:9](=[O:27])[C:10]1[CH:15]=[CH:14][CH:13]=[N:12][C:11]=1[O:16][C:17]1[CH:22]=[CH:21][CH:20]=[C:19]([C:23]([O:25][CH3:26])=[O:24])[CH:18]=1)C1C=CC=CC=1.[H][H]>CO.C(OCC)(=O)C.[Pd]>[CH3:26][O:25][C:23]([C:19]1[CH:18]=[C:17]([CH:22]=[CH:21][CH:20]=1)[O:16][C:11]1[N:12]=[CH:13][CH:14]=[CH:15][C:10]=1[C:9]([OH:27])=[O:8])=[O:24]. Reported procedure: To a solution 2-(3-Methoxycarbonyl-phenoxy)-nicotinic acid benzyl ester (1.1 g) in methanol (15 ml) and ethyl acetate (15 ml) was added 10% palladium on carbon (0.2 g). This was shaken under 30 psi hydrogen for 2 hours. The catalyst was removed by filtration, and the solution was concentrated to give a solid which was triturated in methylene chloride/hexane to give a white solid (0.630 g). MW 273.26; MS (m/e) 274 (M++1). Reactants: O1C(C1C)OC1=CC=C(C=C1)C1=NC2=CC=C(C=C2C(N1C)=O)OC (2-[4-(1,2-epoxy-propoxy)-phenyl]-3-methyl-6-methoxy-3,4-dihydro-quinazolin-4-one), C(CC)NCCC1=CC(=C(C=C1)OC)OC (N-propyl-2-(3,4-dimethoxyphenyl)-ethylamine). Product: OC(COC1=CC=C(C=C1)C1=NC2=CC=C(C=C2C(N1C)=O)OC)CN(CCC)CCC1=CC(=C(C=C1)OC)OC (2-{4-[2-Hydroxy-3-(2-(3,4-dimethoxy-phenyl)-N-propylethylamino)-propoxy]-phenyl}-3-methyl-6-methoxy-3,4-dihydro-quinazolin-4-one). Reaction SMILES: [O:1]1[CH:3]([CH3:4])[CH:2]1[O:5][C:6]1[CH:11]=[CH:10][C:9]([C:12]2[N:21]([CH3:22])[C:20](=[O:23])[C:19]3[C:14](=[CH:15][CH:16]=[C:17]([O:24][CH3:25])[CH:18]=3)[N:13]=2)=[CH:8][CH:7]=1.[CH2:26]([NH:29][CH2:30][CH2:31][C:32]1[CH:37]=[CH:36][C:35]([O:38][CH3:39])=[C:34]([O:40][CH3:41])[CH:33]=1)[CH2:27][CH3:28]>>[OH:1][CH:3]([CH2:4][N:29]([CH2:30][CH2:31][C:32]1[CH:37]=[CH:36][C:35]([O:38][CH3:39])=[C:34]([O:40][CH3:41])[CH:33]=1)[CH2:26][CH2:27][CH3:28])[CH2:2][O:5][C:6]1[CH:7]=[CH:8][C:9]([C:12]2[N:21]([CH3:22])[C:20](=[O:23])[C:19]3[C:14](=[CH:15][CH:16]=[C:17]([O:24][CH3:25])[CH:18]=3)[N:13]=2)=[CH:10][CH:11]=1. Procedure: This compound was prepared analogous to Example 2 from 2-[4-(1,2-epoxy-propoxy)-phenyl]-3-methyl-6-methoxy-3,4-dihydro-quinazolin-4-one and N-propyl-2-(3,4-dimethoxyphenyl)-ethylamine. As a reaction SMILES: [NH2:1][C:2]1[C:15]2[C:14](=[O:16])[C:13]3[C:8](=[CH:9][CH:10]=[CH:11][CH:12]=3)[C:7](=[O:17])[C:6]=2[C:5]([NH2:18])=[CH:4][C:3]=1S(O)(=O)=O.[CH3:23][NH:24]C=O.[C-]#N.[Na+].[N+](C1C=CC=CC=1)([O-])=O.C([O-])(=O)C.[Na+]>>[NH2:1][C:2]1[C:15]2[C:14](=[O:16])[C:13]3[C:8](=[CH:9][CH:10]=[CH:11][CH:12]=3)[C:7](=[O:17])[C:6]=2[C:5]([NH2:18])=[CH:4][C:3]=1[C:23]#[N:24] |f:2.3,5.6|. Procedure: A mixture of 174 g of 91.2 percent pure 1,4-diamino-anthraquinone-2-sulphonic acid (as the Na salt), 1,200 ccs of N-methyl-formamide, 63.7 g of sodium cyanide, 62.0 g of nitrobenzene and 41 g of sodium acetate is heated to 80°-85° C., whilst stirring, until, according to the TLC, the starting material has reacted without trace, that is to say for about 8 hours. The reaction mixture is worked up as described in Example 1. After drying, 133 g of a dark blue, crystalline product which, according to... The product is NC1=C(C=C(C=2C(C3=CC=CC=C3C(C12)=O)=O)N)C#N (1,4-diamino-2-cyanoanthraquinone). Starting materials: NC1=C(C=C(C=2C(C3=CC=CC=C3C(C12)=O)=O)N)S(=O)(=O)O (1,4-diamino-anthraquinone-2-sulphonic acid), Na, CNC=O (N-methyl-formamide), [C-]#N.[Na+] (sodium cyanide), [N+](=O)([O-])C1=CC=CC=C1 (nitrobenzene), C(C)(=O)[O-].[Na+] (sodium acetate). Reaction conditions: time 8 hour.